From a dataset of the Open Reaction Database (ORD), a public repository of structured organic reaction records. describe an organic reaction: reactants, conditions, products, and yield Starting materials: O=C([O-])[O-], CS(C)=O, COc1ccc(N2CCNCC2)cc1, O=[N+]([O-])c1ccc(Cl)nc1, Cl, Cl, [K+], [K+]. Product: COc1ccc(N2CCN(c3ccc([N+](=O)[O-])cn3)CC2)cc1. RXN SMILES: [C:27](=[O:28])([O-:29])[O-:30].[CH3:33][S:34](=[O:35])[CH3:36].[CH3:3][O:4][c:5]1[cH:6][cH:7][c:8]([N:11]2[CH2:12][CH2:13][NH:14][CH2:15][CH2:16]2)[cH:9][cH:10]1.[Cl:17][c:18]1[n:19][cH:20][c:21]([N+:24](=[O:25])[O-:26])[cH:22][cH:23]1.[ClH:1].[ClH:2].[K+:31].[K+:32]>>[CH3:3][O:4][c:5]1[cH:6][cH:7][c:8]([N:11]2[CH2:12][CH2:13][N:14]([c:18]3[n:19][cH:20][c:21]([N+:24](=[O:25])[O-:26])[cH:22][cH:23]3)[CH2:15][CH2:16]2)[cH:9][cH:10]1. Starting materials: COC(=O)C=1C(=C2C=C(C(N(C2=C(N1)Br)CC1=CC=CC=C1)=O)C1=CC=CC=C1)O (1-benzyl-8-bromo-5-hydroxy-2-oxo-3-phenyl-1,2-dihydro-[1,7]naphthyridine-6-carboxylic acid methyl ester), C(CCC)[Sn](C=1SC=CN1)(CCCC)CCCC (2-tributylstannanyl-thiazole), CCOC(=O)C (EtOAc), Cl (HCl). The reagents and catalysts are Cl[Pd]([P](C1=CC=CC=C1)(C2=CC=CC=C2)C3=CC=CC=C3)([P](C4=CC=CC=C4)(C5=CC=CC=C5)C6=CC=CC=C6)Cl (PdCl2(PPh3)2). Run in CN(C)C=O (DMF), [Cl-].[Na+].O (brine). Reaction conditions: temperature 120 celsius. The product is COC(=O)C=1C(=C2C=C(C(N(C2=C(N1)C=1SC=CN1)CC1=CC=CC=C1)=O)C1=CC=CC=C1)O (1-Benzyl-5-hydroxy-2-oxo-3-phenyl-8-thiazol-2-yl-1,2-dihydro-[1,7]naphthyridine-6-carboxylic acid methyl ester). The yield is 46.9%. As a reaction SMILES: [CH3:1][O:2][C:3]([C:5]1[C:6]([OH:30])=[C:7]2[C:12](=[C:13](Br)[N:14]=1)[N:11]([CH2:16][C:17]1[CH:22]=[CH:21][CH:20]=[CH:19][CH:18]=1)[C:10](=[O:23])[C:9]([C:24]1[CH:29]=[CH:28][CH:27]=[CH:26][CH:25]=1)=[CH:8]2)=[O:4].C([Sn](CCCC)(CCCC)[C:36]1[S:37][CH:38]=[CH:39][N:40]=1)CCC.CCOC(C)=O.Cl>CN(C=O)C.[Cl-].[Na+].O.Cl[Pd](Cl)([P](C1C=CC=CC=1)(C1C=CC=CC=1)C1C=CC=CC=1)[P](C1C=CC=CC=1)(C1C=CC=CC=1)C1C=CC=CC=1>[CH3:1][O:2][C:3]([C:5]1[C:6]([OH:30])=[C:7]2[C:12](=[C:13]([C:36]3[S:37][CH:38]=[CH:39][N:40]=3)[N:14]=1)[N:11]([CH2:16][C:17]1[CH:22]=[CH:21][CH:20]=[CH:19][CH:18]=1)[C:10](=[O:23])[C:9]([C:24]1[CH:29]=[CH:28][CH:27]=[CH:26][CH:25]=1)=[CH:8]2)=[O:4] |f:5.6.7,^1:66,85|. Procedure details: A mixture of 1-benzyl-8-bromo-5-hydroxy-2-oxo-3-phenyl-1,2-dihydro-[1,7]naphthyridine-6-carboxylic acid methyl ester (70 mg, 0.15 mmol), 2-tributylstannanyl-thiazole (84 mg, 0.23 mmol) and PdCl2(PPh3)2 (21 mg, 0.030 mmol) in 4 mL of DMF was heated at 120° C. for 2 h under nitrogen atmosphere. After the mixture was cooled to r.t., EtOAc and brine were added. 1 M HCl was added with stirring until pH was about 3-4. The aqueous layer was extracted with additional EtOAc, and the combined organic laye...